This data is from the Open Reaction Database (ORD), a public repository of structured organic reaction records. The task is: describe an organic reaction: reactants, conditions, products, and yield Starting materials: C(#N)C1(CCC(CC1)=O)C1=CC(=C(C=C1)OC)OC1CCCC1 (4-cyano-4-(3-cyclopentyloxy-4-methoxyphenyl)cyclohexan-1-one), Cl.NO (hydroxylamine hydrochloride). Solvent: N1=CC=CC=C1 (pyridine). Conditions: time 4 hour. Yields the product C(#N)C1(CCC(CC1)=NO)C1=CC(=C(C=C1)OC)OC1CCCC1 (4-Cyano-4-(3-cyclopentyloxy-4-methoxyphenyl)cyclohexan-1-one oxime). Yield: 95.2%. As a reaction SMILES: [C:1]([C:3]1([C:10]2[CH:15]=[CH:14][C:13]([O:16][CH3:17])=[C:12]([O:18][CH:19]3[CH2:23][CH2:22][CH2:21][CH2:20]3)[CH:11]=2)[CH2:8][CH2:7][C:6](=O)[CH2:5][CH2:4]1)#[N:2].Cl.[NH2:25][OH:26]>N1C=CC=CC=1>[C:1]([C:3]1([C:10]2[CH:15]=[CH:14][C:13]([O:16][CH3:17])=[C:12]([O:18][CH:19]3[CH2:23][CH2:22][CH2:21][CH2:20]3)[CH:11]=2)[CH2:8][CH2:7][C:6](=[N:25][OH:26])[CH2:5][CH2:4]1)#[N:2] |f:1.2|. Reported procedure: To a solution of 4-cyano-4-(3-cyclopentyloxy-4-methoxyphenyl)cyclohexan-1-one (0.125 g, 0.4 mmol) in pyridine (2 mL) was added hydroxylamine hydrochloride (0.031 g, 0.44 mmol), the mixture was stirred at room temperature under an argon atmosphere for 4 h and the solvent was evaporated. The mixture was partitioned between water and ethyl acetate, was extracted twice with ethyl acetate, the organic extract was dried (potassium carbonate) and the solvent was removed in vacuo. Purification by flash ...